From a dataset of the Open Reaction Database (ORD), a public repository of structured organic reaction records. describe an organic reaction: reactants, conditions, products, and yield The reactants are C(C)(C)(C)OC(=O)NC=1SC=C(N1)/C(/C(=O)O)=N/O ((Z)-2-(2-t-butoxycarbonylaminothiazol-4-yl)-2-hydroxyiminoacetic acid), C([O-])([O-])=O.[K+].[K+] (potassium carbonate), C1(=CC=CC=C1)C(C1=CC=CC=C1)(C1=CC=CC=C1)Cl (triphenylmethyl chloride), Cl (hydrochloric acid), ice water. Run in CN(C=O)C (dimethylformamide). Run at time 3 day. Product: C(C)(C)(C)OC(=O)NC=1SC=C(N1)/C(/C(=O)O)=N/OC(C1=CC=CC=C1)(C1=CC=CC=C1)C1=CC=CC=C1 ((Z)-2-(2-t-butoxycarbonylaminothiazol-4-yl) 2-trityloxyiminoacetic acid). Yield: 90.6%. As a reaction SMILES: [C:1]([O:5][C:6]([NH:8][C:9]1[S:10][CH:11]=[C:12](/[C:14](=[N:18]/[OH:19])/[C:15]([OH:17])=[O:16])[N:13]=1)=[O:7])([CH3:4])([CH3:3])[CH3:2].C(=O)([O-])[O-].[K+].[K+].[C:26]1([C:32](Cl)([C:39]2[CH:44]=[CH:43][CH:42]=[CH:41][CH:40]=2)[C:33]2[CH:38]=[CH:37][CH:36]=[CH:35][CH:34]=2)[CH:31]=[CH:30][CH:29]=[CH:28][CH:27]=1.Cl>CN(C)C=O>[C:1]([O:5][C:6]([NH:8][C:9]1[S:10][CH:11]=[C:12](/[C:14](=[N:18]/[O:19][C:32]([C:26]2[CH:31]=[CH:30][CH:29]=[CH:28][CH:27]=2)([C:39]2[CH:40]=[CH:41][CH:42]=[CH:43][CH:44]=2)[C:33]2[CH:34]=[CH:35][CH:36]=[CH:37][CH:38]=2)/[C:15]([OH:17])=[O:16])[N:13]=1)=[O:7])([CH3:4])([CH3:2])[CH3:3] |f:1.2.3|. Procedure: To a solution of (Z)-2-(2-t-butoxycarbonylaminothiazol-4-yl)-2-hydroxyiminoacetic acid (86.3 g : 0.30 Mol.) in dimethylformamide (600 ml) are added potassium carbonate (92 g : 0.67 Mol.) and triphenylmethyl chloride (100 g : 0.36 Mol.), and the mixture is stirred at room temperature for 3 days. The reaction mixture is poured into a mixture of concentrated hydrochloric acid (111 ml) and ice water (1500 ml) and extracted with ethyl acetate. The extract is washed with water, aqueous 5% sodium hydro... The reactants are Cl.N1(CCCC1)[C@@H]1[C@@H](CCCC1)NC(C1=CC=CC=C1)=O ((±)-cis-2-(1-Pyrrolidinyl)-N-benzoylcyclohexylamine hydrochloride), C(CO)O (ethylene glycol), [OH-].[K+] (potassium hydroxide). Run in O (water). Yields the product N1(CCCC1)[C@@H]1[C@@H](CCCC1)N ((±)-cis-2-(1-Pyrrolidinyl)cyclohexylamine). As a reaction SMILES: Cl.[N:2]1([C@H:7]2[CH2:12][CH2:11][CH2:10][CH2:9][C@H:8]2[NH:13]C(=O)C2C=CC=CC=2)[CH2:6][CH2:5][CH2:4][CH2:3]1.C(O)CO.[OH-].[K+]>O>[N:2]1([C@H:7]2[CH2:12][CH2:11][CH2:10][CH2:9][C@H:8]2[NH2:13])[CH2:3][CH2:4][CH2:5][CH2:6]1 |f:0.1,3.4|. Procedure: (±)-cis-2-(1-Pyrrolidinyl)-N-benzoylcyclohexylamine hydrochloride (10 gm) was combined with ethylene glycol (50 ml) and potassium hydroxide (10 gm) and the solution was heated to reflux for 48 hours. The solution was diluted with water (200 ml) and extracted with ether. The ether was removed on a rotary evaporator and the residue was distilled (94° C. at 0.05 mm Hg) to provide the product. Starting materials: COc1cc(N)cc(C(F)(F)F)c1, Cl, O=N[O-], [Na+], O. Product: COc1cc(O)cc(C(F)(F)F)c1. RXN SMILES: [CH3:1][O:2][c:3]1[cH:4][c:5]([NH2:6])[cH:7][c:8]([C:10]([F:11])([F:12])[F:13])[cH:9]1.[ClH:19].[N:14](=[O:15])[O-:16].[Na+:17].[OH2:18]>>[CH3:1][O:2][c:3]1[cH:4][c:5]([OH:15])[cH:7][c:8]([C:10]([F:11])([F:12])[F:13])[cH:9]1. Starting materials: ClC=1C=C2C=3N(CCO2)C(C(C3C1)(C#N)C(C(=O)OCC)C#N)=O (ethyl 2-(8-chloro-6-cyano-2,3-dihydro-5-oxopyrrolo[1,2,3-de]-1,4-benzoxazine-6-yl)-2-cyanoacetate), C(C)(=O)O (acetic acid), ice water. Solvent: S(O)(O)(=O)=O (sulfuric acid). Yields the product ClC=1C=C2C=3N(CCO2)C(C2(C3C1)C(NC(C2)=O)=O)=O (8'-Chloro-2',3'-dihydrospiro[pyrrolidine-3,6'(5'H)-pyrrolo[1,2,3-de][1,4]benzoxazine]-2,5,5'-trione). As a reaction SMILES: [Cl:1][C:2]1[CH:3]=[C:4]2[O:9][CH2:8][CH2:7][N:6]3[C:10](=[O:24])[C:11]([CH:16](C#N)[C:17](OCC)=[O:18])([C:14]#[N:15])[C:12]([CH:13]=1)=[C:5]23.C(O)(=[O:27])C>S(=O)(=O)(O)O>[Cl:1][C:2]1[CH:3]=[C:4]2[O:9][CH2:8][CH2:7][N:6]3[C:10](=[O:24])[C:11]4([CH2:16][C:17](=[O:18])[NH:15][C:14]4=[O:27])[C:12]([CH:13]=1)=[C:5]23. Procedure details: A solution of ethyl 2-(8-chloro-6-cyano-2,3-dihydro-5-oxopyrrolo[1,2,3-de]-1,4-benzoxazine-6-yl)-2-cyanoacetate (1 g) in sulfuric acid (0.5 ml)-acetic acid (10 ml) was heated under reflux for 2 hours. The reaction mixture was poured into ice water, and the resulting precipitate was collected by filtration. Recrystallization from acetic acid afforded colorless crystals (0.48 g, 57%), mp 271° C. The reactants are CCCC[N+](CCCC)(CCCC)CCCC, [F-], C1CCOC1, CS(=O)(=O)c1ccc(C(=CC2CCCC2)c2cc3cc(C(F)(F)F)cnc3n2S(=O)(=O)c2ccccc2)cc1. Product: CS(=O)(=O)c1ccc(C(=CC2CCCC2)c2cc3cc(C(F)(F)F)cnc3[nH]2)cc1. RXN SMILES: [CH3:41][CH2:42][CH2:43][CH2:44][N+:45]([CH2:46][CH2:47][CH2:48][CH3:49])([CH2:50][CH2:51][CH2:52][CH3:53])[CH2:54][CH2:55][CH2:56][CH3:57].[F-:40].[O:58]1[CH2:59][CH2:60][CH2:61][CH2:62]1.[c:1]1([S:2](=[O:3])(=[O:4])[n:10]2[c:11]([C:23](=[CH:24][CH:25]3[CH2:26][CH2:27][CH2:28][CH2:29]3)[c:30]3[cH:31][cH:32][c:33]([S:36](=[O:37])(=[O:38])[CH3:39])[cH:34][cH:35]3)[cH:12][c:13]3[c:14]2[n:15][cH:16][c:17]([C:19]([F:20])([F:21])[F:22])[cH:18]3)[cH:5][cH:6][cH:7][cH:8][cH:9]1>>[nH:10]1[c:11]([C:23](=[CH:24][CH:25]2[CH2:26][CH2:27][CH2:28][CH2:29]2)[c:30]2[cH:31][cH:32][c:33]([S:36](=[O:37])(=[O:38])[CH3:39])[cH:34][cH:35]2)[cH:12][c:13]2[c:14]1[n:15][cH:16][c:17]([C:19]([F:20])([F:21])[F:22])[cH:18]2. Reactants: O=C=O, C=O, CC1(C)CC(NC2CC(C)(C)NC(C)(C)C2)CC(C)(C)N1, O=CO. Product: CN(C1CC(C)(C)NC(C)(C)C1)C1CC(C)(C)NC(C)(C)C1. RXN SMILES: [C:27](=[O:28])=[O:29].[CH2:22]=[O:23].[CH3:1][C:2]1([CH3:21])[NH:3][C:4]([CH3:19])([CH3:20])[CH2:5][CH:6]([NH:8][CH:9]2[CH2:10][C:11]([CH3:17])([CH3:18])[NH:12][C:13]([CH3:15])([CH3:16])[CH2:14]2)[CH2:7]1.[CH:24]([OH:25])=[O:26]>>[CH3:1][C:2]1([CH3:21])[NH:3][C:4]([CH3:19])([CH3:20])[CH2:5][CH:6]([N:8]([CH:9]2[CH2:10][C:11]([CH3:17])([CH3:18])[NH:12][C:13]([CH3:15])([CH3:16])[CH2:14]2)[CH3:24])[CH2:7]1. Reactants: ClCCl, C=Cc1ccc(C(F)(F)F)cc1C(O)C=C. Yields the product OC1C=Cc2ccc(C(F)(F)F)cc21. RXN SMILES: [CH2:17]([Cl:18])[Cl:19].[F:1][C:2]([c:3]1[cH:4][cH:5][c:6]([CH:13]=[CH2:14])[c:7]([CH:9]([CH:10]=[CH2:11])[OH:12])[cH:8]1)([F:15])[F:16]>>[F:1][C:2]([c:3]1[cH:4][cH:5][c:6]2[c:7]([cH:8]1)[CH:9]([OH:12])[CH:14]=[CH:13]2)([F:15])[F:16].